Dataset: the Open Reaction Database (ORD), a public repository of structured organic reaction records. Task: describe an organic reaction: reactants, conditions, products, and yield The reactants are COC1=C(C#N)C(=CC=C1)[N+](=O)[O-] (2-methoxy-6-nitro-benzonitrile). The reagents and catalysts are [Pd] (palladium on charcoal). Run in CO (methanol). The product is C(#N)C1=C(N)C=CC=C1OC (2-Cyano-3-methoxy-aniline). RXN SMILES: [CH3:1][O:2][C:3]1[CH:10]=[CH:9][CH:8]=[C:7]([N+:11]([O-])=O)[C:4]=1[C:5]#[N:6]>CO.[Pd]>[C:5]([C:4]1[C:3]([O:2][CH3:1])=[CH:10][CH:9]=[CH:8][C:7]=1[NH2:11])#[N:6]. Procedure: One hundred ten grams (0.617 mol) of 2-methoxy-6-nitro-benzonitrile are dissolved in 1 liter of methanol and hydrogenated in the presence of 10% palladium on charcoal at ambient temperature and under a hydrogen pressure of 5 bar over a period of one hour. The catalyst is removed by filtration, the solvent is distilled off, and the residue is recrystallized from ethanol/diisopropyl ether. Run at temperature 90 celsius. The reactants are CC1=NNC(=C1[N+](=O)[O-])C (3,5-dimethyl-4-nitro-1H-pyrazole), C(=O)([O-])[O-].[Cs+].[Cs+] (Cs2CO3), BrCCO (2-bromoethanol). The solvent is CC#N (MeCN), C(Cl)Cl (DCM). As a reaction SMILES: [CH3:1][C:2]1[C:6]([N+:7]([O-:9])=[O:8])=[C:5]([CH3:10])[NH:4][N:3]=1.C([O-])([O-])=O.[Cs+].[Cs+].Br[CH2:18][CH2:19][OH:20]>CC#N.C(Cl)Cl>[CH3:1][C:2]1[C:6]([N+:7]([O-:9])=[O:8])=[C:5]([CH3:10])[N:4]([CH2:18][CH2:19][OH:20])[N:3]=1 |f:1.2.3|. Procedure details: To a solution of 3,5-dimethyl-4-nitro-1H-pyrazole (500 mg, 3.52 mmol) in MeCN (5 mL), Cs2CO3 (1.26 g, 3.87 mmol) and 2-bromoethanol (0.3 mL, 4.21 mmol) was added. The resulting mixture was refluxed (90° C.) for 3 h, then the reaction mixture was allowed to reach rt. The mixture was diluted with DCM, filtered, the filter cake rinsed with DCM and the filtrate concentrated in vacuo. The residue was partitionned between water and EtOAc, the org. layer was separated and the aq. layer was extracted wi... The product is CC1=NN(C(=C1[N+](=O)[O-])C)CCO (2-(3,5-dimethyl-4-nitro-1H-pyrazol-1-yl)ethanol). The reactants are ClC1=CC=C(N=N1)N (6-chloropyridazin-3-amine), FC1=C(C=CC(=C1)C(F)(F)F)B(O)O (2-fluoro-4-(trifluoromethyl)phenylboronic acid), [F-].[Cs+] (cesium fluoride), C(C)N(C(C)C)C(C)C (N-ethyl-N-isopropylpropan-2-amine), (dppf)palladium(II) chloride dichloromethane. Solvent: C(CC)O (propanol), CCOC(=O)C (EtOAc). Conditions: temperature 100 celsius. Product: FC1=C(C=CC(=C1)C(F)(F)F)C1=CC=C(N=N1)N (6-(2-fluoro-4-(trifluoromethyl)phenyl)pyridazin-3-amine). Isolated yield 14.4%. As a reaction SMILES: Cl[C:2]1[N:7]=[N:6][C:5]([NH2:8])=[CH:4][CH:3]=1.[F:9][C:10]1[CH:15]=[C:14]([C:16]([F:19])([F:18])[F:17])[CH:13]=[CH:12][C:11]=1B(O)O.[F-].[Cs+].C(N(C(C)C)C(C)C)C>C(O)CC.CCOC(C)=O>[F:9][C:10]1[CH:15]=[C:14]([C:16]([F:17])([F:18])[F:19])[CH:13]=[CH:12][C:11]=1[C:2]1[N:7]=[N:6][C:5]([NH2:8])=[CH:4][CH:3]=1 |f:2.3|. Reported procedure: To a solution of 6-chloropyridazin-3-amine (0.300 g, 2.32 mmol), 2-fluoro-4-(trifluoromethyl)phenylboronic acid (0.626 g, 3.01 mmol), cesium fluoride (0.915 g, 6.02 mmol), and N-ethyl-N-isopropylpropan-2-amine (0.449 g, 3.47 mmol) in propanol (17 ml) degassed with argon was added (dppf)palladium(II) chloride dichloromethane adduct (0.0953 g, 0.116 mmol), and the reaction was heated to 100° C. in a sealed tube for 3 hours. The reaction was cooled to ambient temperature, diluted with EtOAc, and wa... Starting materials: C(C)(=O)N1C(CC(C2=CC(=CC=C12)Br)NC1=CC=CC=C1)C (1-acetyl-6-bromo-2-methyl-4-phenylamino-1,2,3,4-tetrahydroquinoline), CN(C)C=O (DMF). Reagents/catalysts: [C-]#N.[Zn+2].[C-]#N (zinc cyanide), C=1C=CC(=CC1)[P](C=2C=CC=CC2)(C=3C=CC=CC3)[Pd]([P](C=4C=CC=CC4)(C=5C=CC=CC5)C=6C=CC=CC6)([P](C=7C=CC=CC7)(C=8C=CC=CC8)C=9C=CC=CC9)[P](C=1C=CC=CC1)(C=1C=CC=CC1)C=1C=CC=CC1 (tetrakis(triphenylphosphine)palladium(0)). Solvent: O (water). Run at temperature 120 celsius, time 2 hour. Product: C(C)(=O)N1C(CC(C2=CC(=CC=C12)C#N)NC1=CC=CC=C1)C (1-acetyl-6-cyano-2-methyl-4-phenylamino-1,2,3,4-tetrahydroquinoline). RXN SMILES: [C:1]([N:4]1[C:13]2[C:8](=[CH:9][C:10](Br)=[CH:11][CH:12]=2)[CH:7]([NH:15][C:16]2[CH:21]=[CH:20][CH:19]=[CH:18][CH:17]=2)[CH2:6][CH:5]1[CH3:22])(=[O:3])[CH3:2].[CH3:23][N:24](C=O)C>[C-]#N.[Zn+2].[C-]#N.C1C=CC([P]([Pd]([P](C2C=CC=CC=2)(C2C=CC=CC=2)C2C=CC=CC=2)([P](C2C=CC=CC=2)(C2C=CC=CC=2)C2C=CC=CC=2)[P](C2C=CC=CC=2)(C2C=CC=CC=2)C2C=CC=CC=2)(C2C=CC=CC=2)C2C=CC=CC=2)=CC=1.O>[C:1]([N:4]1[C:13]2[C:8](=[CH:9][C:10]([C:23]#[N:24])=[CH:11][CH:12]=2)[CH:7]([NH:15][C:16]2[CH:21]=[CH:20][CH:19]=[CH:18][CH:17]=2)[CH2:6][CH:5]1[CH3:22])(=[O:3])[CH3:2] |f:2.3.4,^1:36,38,57,76|. Procedure details: 100 mg (0.278 mmol) of 1-acetyl-6-bromo-2-methyl-4-phenylamino-1,2,3,4-tetrahydroquinoline), 36 mg (0.31 mmol) of zinc cyanide, and 18 mg (0.015 mmol) of tetrakis(triphenylphosphine)palladium(0) were added to 1.5 mL of DMF, and the mixture was stirred for 2 hours at 120° C. under an argon atmosphere. After completion of the reaction, water was added to the reaction liquid, and the mixture was extracted with ethyl acetate. The organic layer was washed with saturated brine, dehydrated over anhydro... Reactants: [OH-].[K+] (potassium hydroxide), CC1=CC=C(C=C1)C(=O)C (4-methylacetophenone), N1C(=CC=C1)C=O (pyrrole-2-carboxaldehyde). Solvent: O (water). Run at time 8 hour. Product: CC1=CC=C(C=C1)C(C=CC=1NC=CC1)=O (1-(4-methylphenyl)-3-(2-pyrrolyl)-2-propen-1-one). The yield is 37.6%. As a reaction SMILES: [OH-].[K+].[CH3:3][C:4]1[CH:9]=[CH:8][C:7]([C:10]([CH3:12])=[O:11])=[CH:6][CH:5]=1.[NH:13]1[CH:17]=[CH:16][CH:15]=[C:14]1[CH:18]=O>O>[CH3:3][C:4]1[CH:9]=[CH:8][C:7]([C:10](=[O:11])[CH:12]=[CH:18][C:14]2[NH:13][CH:17]=[CH:16][CH:15]=2)=[CH:6][CH:5]=1 |f:0.1|. Procedure details: To a solution of 10.1 g (0.18 mole) of potassium hydroxide in 2.18 L of water was added 176.4 g (1.32 mole) of 4-methylacetophenone and 50 g (0.53 mole) of pyrrole-2-carboxaldehyde. The mixture was heated to 40°-45° C. with mechanical stirring under a nitrogen atmosphere overnight. The solid precipitate was filtered, washed with water and 2-propanol, and air dried to give 42.1 g (38% yield) of the title compound as a solid, mp 158.5°-159.5° C. Run in N1=CC=CC=C1 (pyridine). The reactants are C(C)OC(C)OC(C(CCO)(F)F)(C)C (4-(1-ethoxyethoxy)-3,3-difluoro-4-methyl-1-pentanol), C1(=CC=C(C=C1)S(=O)(=O)Cl)C (p-toluenesulfonyl chloride). Run at temperature 0 celsius, time 18 hour. Product: CC1=CC=C(C=C1)S(=O)(=O)OCCC(C(C)(C)OC(C)OCC)(F)F (4-(1-ethoxyethoxy)-3,3-difluoro-4-methyl-1-pentanol 1-(4-methylbenzenesulfonate)). Reported procedure: A mixture of 1.00 g (0.0044 mol) of 4-(1-ethoxyethoxy)-3,3-difluoro-4-methyl-1-pentanol, 4 mL of pyridine and 1.27 g (0.0066 mol) of p-toluenesulfonyl chloride was stirred at 0° C. for 18 hr. The mixture was quenched with ice chips. The mixture was then poured into water and extracted with methylene chloride. The organic phase was sequentially washed with 10% aqueous sulfuric acid and saturated aqueous sodium bicarbonate solution. The organic phase was dried over anhydrous magnesium sulfate, fil... Reaction SMILES: [CH2:1]([O:3][CH:4]([O:6][C:7]([CH3:15])([CH3:14])[C:8]([F:13])([F:12])[CH2:9][CH2:10][OH:11])[CH3:5])[CH3:2].[C:16]1([CH3:26])[CH:21]=[CH:20][C:19]([S:22](Cl)(=[O:24])=[O:23])=[CH:18][CH:17]=1>N1C=CC=CC=1>[CH3:26][C:16]1[CH:21]=[CH:20][C:19]([S:22]([O:11][CH2:10][CH2:9][C:8]([F:12])([F:13])[C:7]([O:6][CH:4]([O:3][CH2:1][CH3:2])[CH3:5])([CH3:15])[CH3:14])(=[O:24])=[O:23])=[CH:18][CH:17]=1. Reactants: CC1=C(C=NO1)C(=O)Cl (5-methylisoxazole-4-carbonyl chloride), NC1=NC(=CN(C1)C)C (2-amino-4,6-dimethylpyrazine). Yields the product CN1CC(=NC(=C1)C)NC(=O)C=1C=NOC1C (N-(4,6-dimethyl-2-pyrazinyl)-5-methylisoxazole-4-carboxamide). Reaction SMILES: [CH3:1][C:2]1[O:6][N:5]=[CH:4][C:3]=1[C:7](Cl)=[O:8].[NH2:10][C:11]1[CH2:16][N:15]([CH3:17])[CH:14]=[C:13]([CH3:18])[N:12]=1>>[CH3:17][N:15]1[CH:14]=[C:13]([CH3:18])[N:12]=[C:11]([NH:10][C:7]([C:3]2[CH:4]=[N:5][O:6][C:2]=2[CH3:1])=[O:8])[CH2:16]1. Procedure: from 5-methylisoxazole-4-carbonyl chloride and 2-amino-4,6-dimethylpyrazine. The reactants are O1CCN(CC1)CCC(C)(O)C1=C(C=CC=C1)C1=CC=CC=C1 (1-morpholino-3-p-biphenylylbutan-3-ol), I (hydriodic acid). Run in C(C)(=O)O (acetic acid). Product: O1CCN(CC1)CCC(C)C1=C(C=CC=C1)C1=CC=CC=C1 (1-Morpholino-3-p-biphenylyl-butane). RXN SMILES: [O:1]1[CH2:6][CH2:5][N:4]([CH2:7][CH2:8][C:9]([C:12]2[CH:17]=[CH:16][CH:15]=[CH:14][C:13]=2[C:18]2[CH:23]=[CH:22][CH:21]=[CH:20][CH:19]=2)(O)[CH3:10])[CH2:3][CH2:2]1.I>C(O)(=O)C>[O:1]1[CH2:6][CH2:5][N:4]([CH2:7][CH2:8][CH:9]([C:12]2[CH:17]=[CH:16][CH:15]=[CH:14][C:13]=2[C:18]2[CH:23]=[CH:22][CH:21]=[CH:20][CH:19]=2)[CH3:10])[CH2:3][CH2:2]1. Procedure details: A mixture of 3.1 g of 1-morpholino-3-p-biphenylylbutan-3-ol, 10 ml of 67% hydriodic acid and 18 ml of acetic acid is heated at 150° for 1.5 hours. 1-Morpholino-3-p-biphenylyl-butane is obtained after cooling and working up in the customary manner.